Dataset: the Open Reaction Database (ORD), a public repository of structured organic reaction records. Task: describe an organic reaction: reactants, conditions, products, and yield The reactants are CC(=O)Nc1nc(C=O)cs1, O=CC=P(c1ccccc1)(c1ccccc1)c1ccccc1, ClC(Cl)Cl. Yields the product CC(=O)Nc1nc(C=CC=O)cs1. RXN SMILES: [C:1]([CH3:2])(=[O:3])[NH:4][c:5]1[s:6][cH:7][c:8]([CH:10]=[O:11])[n:9]1.[CH:12](=[O:13])[CH:14]=[P:15]([c:16]1[cH:17][cH:18][cH:19][cH:20][cH:21]1)([c:22]1[cH:23][cH:24][cH:25][cH:26][cH:27]1)[c:28]1[cH:29][cH:30][cH:31][cH:32][cH:33]1.[CH:34]([Cl:35])([Cl:36])[Cl:37]>>[C:1]([CH3:2])(=[O:3])[NH:4][c:5]1[s:6][cH:7][c:8]([CH:10]=[CH:14][CH:12]=[O:13])[n:9]1. Starting materials: C(OCCC1OC(OC1)(C)C)(OC=1C(=C2CCC(OC2=C(C1C)C)(CCCC(CCCC(CCCC(C)C)C)C)C)C)=O (2,2-dimethyl-1,3-dioxolan-4-yiethyl 2,5,7,8-tetramethyl-2-(4',8', 12'-trimethyltridecyl)-6-chromanyl carbonate), Cl (hydrochloric acid), O1CCCC1 (tetrahydrofuran), CO (methanol). Run in CCOCC (ether). Yields the product C(OCCC(CO)O)(OC=1C(=C2CCC(OC2=C(C1C)C)(CCCC(CCCC(CCCC(C)C)C)C)C)C)=O (3,4-dihydroxybutyl 2,5,7,8-tetramethyl-2-(4',8', 12'-trimethyltridecyl)-6-chromanyl carbonate). Yield: 90.0%. Reaction SMILES: [C:1](=[O:43])([O:12][C:13]1[C:14]([CH3:42])=[C:15]2[C:20](=[C:21]([CH3:24])[C:22]=1[CH3:23])[O:19][C:18]([CH3:41])([CH2:25][CH2:26][CH2:27][CH:28]([CH3:40])[CH2:29][CH2:30][CH2:31][CH:32]([CH3:39])[CH2:33][CH2:34][CH2:35][CH:36]([CH3:38])[CH3:37])[CH2:17][CH2:16]2)[O:2][CH2:3][CH2:4][CH:5]1[CH2:9][O:8]C(C)(C)[O:6]1.O1CCCC1.CO.Cl>CCOCC>[C:1](=[O:43])([O:12][C:13]1[C:14]([CH3:42])=[C:15]2[C:20](=[C:21]([CH3:24])[C:22]=1[CH3:23])[O:19][C:18]([CH3:41])([CH2:25][CH2:26][CH2:27][CH:28]([CH3:40])[CH2:29][CH2:30][CH2:31][CH:32]([CH3:39])[CH2:33][CH2:34][CH2:35][CH:36]([CH3:37])[CH3:38])[CH2:17][CH2:16]2)[O:2][CH2:3][CH2:4][CH:5]([OH:6])[CH2:9][OH:8]. Procedure details: A mixture comprising 5.0 g of 2,2-dimethyl-1,3-dioxolan-4-yiethyl 2,5,7,8-tetramethyl-2-(4',8', 12'-trimethyltridecyl)-6-chromanyl carbonate, 20 ml of tetrahydrofuran, 10 ml of methanol and 8 ml of 2N hydrochloric acid was heated under reflux for 3 hours with stirring. Then the reaction mixture was dissolved in ether, successively washed with water, an aqueous solution of sodium hydrogencarbonate and water, and dried. After distilling off the solvent, the obtained oily residue was purified by co... Starting materials: [H-].[Na+] (Sodium hydride), FC1=CC=C(C=C1)C1=C(N=C(N1)\C=C\C1=CC(=C(C=C1)N1C=NC(=C1)C)OC)C(=O)OCCBr (2-bromoethyl 5-(4-fluorophenyl)-2-{(E)-2-[3-methoxy-4-(4-methyl-1H-imidazol-1-yl)phenyl]vinyl}-1H-imidazole-4-carboxylate), C(C)(=O)OCC (Ethyl acetate), O.C([O-])(O)=O.[Na+] (sodium bicarbonate water). The solvent is CN(C)C=O (DMF). Reaction conditions: time 3 hour. Yields the product FC1=CC=C(C=C1)C=1N=C(N2C1C(OCC2)=O)\C=C\C2=CC(=C(C=C2)N2C=NC(=C2)C)OC (1-(4-fluorophenyl)-3-{(E)-2-[3-methoxy-4-(4-methyl-1H-imidazol-1-yl)phenyl]vinyl}-5,6-dihydroimidazo[5,1-c][1,4]oxazin-8-one). Isolated yield 118.2%. Reaction SMILES: [H-].[Na+].[F:3][C:4]1[CH:9]=[CH:8][C:7]([C:10]2[NH:14][C:13](/[CH:15]=[CH:16]/[C:17]3[CH:22]=[CH:21][C:20]([N:23]4[CH:27]=[C:26]([CH3:28])[N:25]=[CH:24]4)=[C:19]([O:29][CH3:30])[CH:18]=3)=[N:12][C:11]=2[C:31]([O:33][CH2:34][CH2:35]Br)=[O:32])=[CH:6][CH:5]=1.C(OCC)(=O)C.O.C(=O)(O)[O-].[Na+]>CN(C=O)C>[F:3][C:4]1[CH:9]=[CH:8][C:7]([C:10]2[N:14]=[C:13](/[CH:15]=[CH:16]/[C:17]3[CH:22]=[CH:21][C:20]([N:23]4[CH:27]=[C:26]([CH3:28])[N:25]=[CH:24]4)=[C:19]([O:29][CH3:30])[CH:18]=3)[N:12]3[CH2:35][CH2:34][O:33][C:31](=[O:32])[C:11]=23)=[CH:6][CH:5]=1 |f:0.1,4.5.6|. Reported procedure: Sodium hydride (containing mineral oil at 60%, 3 mg) was added to a solution of 2-bromoethyl 5-(4-fluorophenyl)-2-{(E)-2-[3-methoxy-4-(4-methyl-1H-imidazol-1-yl)phenyl]vinyl}-1H-imidazole-4-carboxylate (27 mg) in DMF (2 mL), and the reaction solution was stirred at room temperature for three hours. Ethyl acetate and saturated sodium bicarbonate water were added to the reaction solution, and the organic layer was separated. The resulting organic layer was dried over anhydrous magnesium sulfate an... Starting materials: ON=C(C(=O)OCC)C(=O)C1=CC=C(C=C1)Cl (ethyl 2-hydroxyimino-3-(4-chlorophenyl)-3-oxopropionate), [N+](=O)([O-])C=1C=C(CN)C=CC1 (3-nitrobenzylamine), [OH-].[Na+] (sodium hydroxide). Run in C(C)O (ethyl alcohol). Product: ClC1=CC=C(C=C1)C1=C(N=C(N1)C1=CC(=CC=C1)[N+](=O)[O-])C(=O)O (5-(4-chlorophenyl)-2-(3-nitrophenyl)imidazole-4-carboxylic acid). RXN SMILES: O[N:2]=[C:3]([C:9]([C:11]1[CH:16]=[CH:15][C:14]([Cl:17])=[CH:13][CH:12]=1)=O)[C:4]([O:6]CC)=[O:5].[N+:18]([C:21]1[CH:22]=[C:23]([CH:26]=[CH:27][CH:28]=1)[CH2:24][NH2:25])([O-:20])=[O:19].[OH-].[Na+]>C(O)C>[Cl:17][C:14]1[CH:13]=[CH:12][C:11]([C:9]2[NH:25][C:24]([C:23]3[CH:26]=[CH:27][CH:28]=[C:21]([N+:18]([O-:20])=[O:19])[CH:22]=3)=[N:2][C:3]=2[C:4]([OH:6])=[O:5])=[CH:16][CH:15]=1 |f:2.3|. Procedure details: Ethyl 5-(4-chlorophenyl)-2-(3-nitrophenyl)imidazole-4-carboxylate obtained by reacting and treating ethyl 2-hydroxyimino-3-(4-chlorophenyl)-3-oxopropionate and 3-nitrobenzylamine in the same manner as in Starting Material Synthetic Example 1 is dissolved in ethyl alcohol and 1 M aqueous sodium hydroxide solution is added. The mixture is reacted and treated in the same manner as in Starting Material Synthetic Example 2 to give 5-(4-chlorophenyl)-2-(3-nitrophenyl)imidazole-4-carboxylic acid.